Task: describe an organic reaction: reactants, conditions, products, and yield. Dataset: the Open Reaction Database (ORD), a public repository of structured organic reaction records Starting materials: C(C(C)(C)C)I (neopentyl iodide), NC=1OC[C@@]2(N1)C1=CC(=CC=C1OC1=NC=C(C=C12)Br)O ((R)-2′-amino-3-bromo-5′H-spiro[chromeno[2,3-b]pyridine-5,4′-oxazol]-7-ol), CN(C)C=O (DMF), C(C(C)(C)C)I (neopentyl iodide), C([O-])([O-])=O.[Cs+].[Cs+] (cesium carbonate). Run in C(C)(=O)OCC (ethyl acetate), O (water), C(C)(=O)OCC (ethyl acetate). Reaction conditions: temperature 100 celsius, time 1 hour. Product: BrC=1C=C2C(=NC1)OC1=CC=C(C=C1[C@@]21N=C(OC1)N)OCC(C)(C)C ((R)-3-bromo-7-(neopentyloxy)-5′H-spiro[chromeno[2,3-b]pyridine-5,4′-oxazol]-2′-amine). As a reaction SMILES: [NH2:1][C:2]1[O:3][CH2:4][C@@:5]2([C:19]3[C:14](=[N:15][CH:16]=[C:17]([Br:20])[CH:18]=3)[O:13][C:12]3[C:7]2=[CH:8][C:9]([OH:21])=[CH:10][CH:11]=3)[N:6]=1.CN(C=O)C.C(=O)([O-])[O-].[Cs+].[Cs+].[CH2:33](I)[C:34]([CH3:37])([CH3:36])[CH3:35]>C(OCC)(=O)C.O>[Br:20][C:17]1[CH:18]=[C:19]2[C@@:5]3([CH2:4][O:3][C:2]([NH2:1])=[N:6]3)[C:7]3[C:12](=[CH:11][CH:10]=[C:9]([O:21][CH2:33][C:34]([CH3:37])([CH3:36])[CH3:35])[CH:8]=3)[O:13][C:14]2=[N:15][CH:16]=1 |f:2.3.4|. Procedure: A 350 mL sealable flask was charged with (R)-2′-amino-3-bromo-5′H-spiro[chromeno[2,3-b]pyridine-5,4′-oxazol]-7-ol (12.10 g, 34.8 mmol) and DMF (99 mL, 34.8 mmol). To this solution was added cesium carbonate (28.3 g, 87 mmol). The resulting brown slurry was stirred at rt for 3 minutes before neopentyl iodide (9.21 mL, 69.5 mmol) was added in one portion. The reaction vessel was sealed and heated at 100° C. After heating for 4 hours another 1 mL of neopentyl iodide was added and heating at 100° C.... The reactants are C1CCOC1, CCc1nc2ccccc2n1-c1nc(N2CCOCC2)c2nc(C3(OC)CCNCC3)n(C)c2n1, CCN=C=NCCCN(C)C, CC(C)(O)C(=O)O, On1nnc2ccccc21. Yields the product CCc1nc2ccccc2n1-c1nc(N2CCOCC2)c2nc(C3(OC)CCN(C(=O)C(C)(C)O)CC3)n(C)c2n1. Reaction SMILES: [CH2:64]1[O:65][CH2:66][CH2:67][CH2:68]1.[CH2:8]([CH3:9])[c:10]1[n:11][c:12]2[c:13]([n:14]1-[c:15]1[n:16][c:17]([N:33]3[CH2:34][CH2:35][O:36][CH2:37][CH2:38]3)[c:18]3[n:19][c:20]([C:25]4([O:31][CH3:32])[CH2:26][CH2:27][NH:28][CH2:29][CH2:30]4)[n:21]([CH3:24])[c:22]3[n:23]1)[cH:39][cH:40][cH:41][cH:42]2.[CH3:53][CH2:54][N:55]=[C:56]=[N:57][CH2:58][CH2:59][CH2:60][N:61]([CH3:62])[CH3:63].[OH:1][C:2]([C:3](=[O:4])[OH:5])([CH3:6])[CH3:7].[OH:43][n:44]1[c:45]2[c:46]([cH:47][cH:48][cH:49][cH:50]2)[n:51][n:52]1>>[OH:1][C:2]([C:3](=[O:4])[N:28]1[CH2:27][CH2:26][C:25]([c:20]2[n:19][c:18]3[c:17]([N:33]4[CH2:34][CH2:35][O:36][CH2:37][CH2:38]4)[n:16][c:15](-[n:14]4[c:10]([CH2:8][CH3:9])[n:11][c:12]5[c:13]4[cH:39][cH:40][cH:41][cH:42]5)[n:23][c:22]3[n:21]2[CH3:24])([O:31][CH3:32])[CH2:30][CH2:29]1)([CH3:6])[CH3:7].